Dataset: the Open Reaction Database (ORD), a public repository of structured organic reaction records. Task: describe an organic reaction: reactants, conditions, products, and yield Reactants: ClC(Cl)Cl, O, Cl[Sn](Cl)(Cl)Cl, O=C(Cl)Cc1ccccc1, N#CCOc1ccc2cc(-c3cc4ccccc4s3)ccc2c1Br. Yields the product N#CCOc1ccc2cc(-c3sc4ccccc4c3C(=O)Cc3ccccc3)ccc2c1Br. As a reaction SMILES: [CH:41]([Cl:42])([Cl:43])[Cl:44].[OH2:40].[Sn:35]([Cl:36])([Cl:37])([Cl:38])[Cl:39].[c:25]1([CH2:31][C:32](=[O:33])[Cl:34])[cH:26][cH:27][cH:28][cH:29][cH:30]1.[s:1]1[c:2]2[c:3]([cH:4][c:5]1-[c:6]1[cH:7][c:8]3[cH:9][cH:10][c:11]([O:17][CH2:18][C:19]#[N:20])[c:12]([Br:16])[c:13]3[cH:14][cH:15]1)[cH:21][cH:22][cH:23][cH:24]2>>[s:1]1[c:2]2[c:3]([c:4]([C:32]([CH2:31][c:25]3[cH:26][cH:27][cH:28][cH:29][cH:30]3)=[O:33])[c:5]1-[c:6]1[cH:7][c:8]3[cH:9][cH:10][c:11]([O:17][CH2:18][C:19]#[N:20])[c:12]([Br:16])[c:13]3[cH:14][cH:15]1)[cH:21][cH:22][cH:23][cH:24]2. Solvent: C(Cl)Cl (CH2Cl2). The product is FC(CN=COCC)(F)F (Ethyl N-(2,2,2-trifluoroethyl)formimidate). Starting materials: Cl.C(OCC)=N (Ethyl formimidate hydrochloride), O (H2O), Cl.FC(CN)(F)F (2,2,2-trifluoroethylamine hydrochloride), C([O-])([O-])=O.[K+].[K+] (potassium carbonate). Procedure details: Ethyl formimidate hydrochloride (0.555 g, 5 mmole), 2,2,2-trifluoroethylamine hydrochloride (0.677 g, 5 mmole) and potassium carbonate (0.345 g, 2.5 mmole) are suspended in 20 ml CH2Cl2 and treated with 1 ml H2O. The mixture is shaken vigorously for 3 minutes. The organic phase is separated and the aqueous extracted twice with 10 ml portions of CH2Cl2. The combined organic phase is dried and the CH2Cl2 distilled through a Vigreauxe column to give the Ethyl N-(2,2,2-trifluoroethyl)formimidate. n.... As a reaction SMILES: Cl.[CH:2](=[NH:6])[O:3][CH2:4][CH3:5].Cl.[F:8][C:9]([F:13])([F:12])[CH2:10]N.C(=O)([O-])[O-].[K+].[K+].O>C(Cl)Cl>[F:8][C:9]([F:13])([F:12])[CH2:10][N:6]=[CH:2][O:3][CH2:4][CH3:5] |f:0.1,2.3,4.5.6|. Run at time 3 minute. The reactants are COc1cc(CC(=O)O)ccc1NC(=O)Nc1ccccc1C, CCOC(C)=O, COC(=O)c1ccc(OCC2CCCN2)c(C(=O)OC)c1, CN(C)C=O. Yields the product COC(=O)c1ccc(OCC2CCCN2C(=O)Cc2ccc(NC(=O)Nc3ccccc3C)c(OC)c2)c(C(=O)OC)c1. RXN SMILES: [CH3:22][O:23][c:24]1[cH:25][c:26]([CH2:41][C:42](=[O:43])[OH:44])[cH:27][cH:28][c:29]1[NH:30][C:31](=[O:32])[NH:33][c:34]1[c:35]([CH3:40])[cH:36][cH:37][cH:38][cH:39]1.[CH3:50][CH2:51][O:52][C:53]([CH3:54])=[O:55].[NH:1]1[CH:2]([CH2:6][O:7][c:8]2[c:9]([C:18](=[O:19])[O:20][CH3:21])[cH:10][c:11]([C:12](=[O:13])[O:14][CH3:15])[cH:16][cH:17]2)[CH2:3][CH2:4][CH2:5]1.[O:45]=[CH:46][N:47]([CH3:48])[CH3:49]>>[N:1]1([C:42]([CH2:41][c:26]2[cH:25][c:24]([O:23][CH3:22])[c:29]([NH:30][C:31](=[O:32])[NH:33][c:34]3[c:35]([CH3:40])[cH:36][cH:37][cH:38][cH:39]3)[cH:28][cH:27]2)=[O:43])[CH:2]([CH2:6][O:7][c:8]2[c:9]([C:18](=[O:19])[O:20][CH3:21])[cH:10][c:11]([C:12](=[O:13])[O:14][CH3:15])[cH:16][cH:17]2)[CH2:3][CH2:4][CH2:5]1. Reactants: CCO, CC(=O)O, CCOC(=O)c1c(=O)c2cc(F)c(Cl)cc2n2c(CN3CCN(C)CC3)csc12, [K+], [OH-], O. Product: CN1CCN(Cc2csc3c(C(=O)O)c(=O)c4cc(F)c(Cl)cc4n23)CC1. RXN SMILES: [CH3:32][CH2:33][OH:34].[CH3:36][C:37](=[O:38])[OH:39].[Cl:1][c:2]1[c:3]([F:29])[cH:4][c:5]2[c:6](=[O:28])[c:7]([C:23](=[O:24])[O:25][CH2:26][CH3:27])[c:8]3[n:9]([c:10]2[cH:11]1)[c:12]([CH2:15][N:16]1[CH2:17][CH2:18][N:19]([CH3:22])[CH2:20][CH2:21]1)[cH:13][s:14]3.[K+:31].[OH-:30].[OH2:35]>>[Cl:1][c:2]1[c:3]([F:29])[cH:4][c:5]2[c:6](=[O:28])[c:7]([C:23](=[O:24])[OH:25])[c:8]3[n:9]([c:10]2[cH:11]1)[c:12]([CH2:15][N:16]1[CH2:17][CH2:18][N:19]([CH3:22])[CH2:20][CH2:21]1)[cH:13][s:14]3. Starting materials: C(C)(=O)[O-].[NH4+] (Ammonium acetate), BrC1=CC=C(CC(C(=O)NCC(CC(CC)(C)C)=O)NC(OCC2=CC=CC=C2)=O)C=C1 (benzyl {1-(4-bromobenzyl)-2-[(4,4-dimethyl-2-oxohexyl)amino]-2-oxoethyl}carbamate). Solvent: C=1(C(=CC=CC1)C)C (xylene). Conditions: temperature 150 celsius, time 2 hour. Yields the product BrC1=CC=C(C=C1)CC(C=1NC=C(N1)CC(CC)(C)C)NC(OCC1=CC=CC=C1)=O (benzyl {2-(4-bromophenyl)-1-[4-(2,2-dimethylbutyl)-1H-imidazol-2-yl]ethyl}carbamate). RXN SMILES: C([O-])(=O)C.[NH4+:5].[Br:6][C:7]1[CH:37]=[CH:36][C:10]([CH2:11][CH:12]([NH:25][C:26](=[O:35])[O:27][CH2:28][C:29]2[CH:34]=[CH:33][CH:32]=[CH:31][CH:30]=2)[C:13]([NH:15][CH2:16][C:17](=O)[CH2:18][C:19]([CH3:23])([CH3:22])[CH2:20][CH3:21])=O)=[CH:9][CH:8]=1>C1(C)C(C)=CC=CC=1>[Br:6][C:7]1[CH:37]=[CH:36][C:10]([CH2:11][CH:12]([NH:25][C:26](=[O:35])[O:27][CH2:28][C:29]2[CH:34]=[CH:33][CH:32]=[CH:31][CH:30]=2)[C:13]2[NH:15][CH:16]=[C:17]([CH2:18][C:19]([CH3:23])([CH3:22])[CH2:20][CH3:21])[N:5]=2)=[CH:9][CH:8]=1 |f:0.1|. Procedure: Ammonium acetate (48 g, 620 mmol) was added to an ambient temperature solution of benzyl {1-(4-bromobenzyl)-2-[(4,4-dimethyl-2-oxohexyl)amino]-2-oxoethyl}carbamate (6.23 g, 12.4 mmol) in xylene (124 mL). After stirring at 150° C. for 2 h, the reaction mixture was quenched with saturated aqueous sodium bicarbonate and extracted with methylene chloride. The combined organic extracts were dried (magnesium sulfate) and concentrated in vacuo to afford benzyl {2-(4-bromophenyl)-1-[4-(2,2-dimethylbutyl... As a reaction SMILES: [Br-].[OH:2][C:3]1[CH:28]=[CH:27][C:26]([N+:29]([O-:31])=[O:30])=[CH:25][C:4]=1[CH2:5]P(C1C=CC=CC=1)(C1C=CC=CC=1)C1C=CC=CC=1.[CH2:32](Cl)[CH:33]([CH3:35])[CH3:34]>>[CH:33]([C:35]1[O:2][C:3]2[CH:28]=[CH:27][C:26]([N+:29]([O-:31])=[O:30])=[CH:25][C:4]=2[CH:5]=1)([CH3:34])[CH3:32] |f:0.1|. Product: C(C)(C)C=1OC2=C(C1)C=C(C=C2)[N+](=O)[O-] (2-isopropyl-5-nitrobenzofuran). Procedure: Reaction of 2-hydroxy-5-nitrobenzyl triphenylphosphine bromide (prepared as described in Example 1(a) (40 g, 0.08 mol) and isobutyl chloride (10,6, 0.1. mol) was carried out with the method described in Example 1(b) to produce 19.7 g of 2-isopropyl-5-nitrobenzofuran. Starting materials: [Br-].OC1=C(CP(C2=CC=CC=C2)(C2=CC=CC=C2)C2=CC=CC=C2)C=C(C=C1)[N+](=O)[O-] (2-hydroxy-5-nitrobenzyl triphenylphosphine bromide), Example 1(a), C(C(C)C)Cl (isobutyl chloride). Reactants: CC(C)(C)c1ccc(S(=O)(=O)Cl)cc1, Nc1ccc(Cl)cc1C(F)(F)c1ccncc1. Reaction SMILES: [C:18]([CH3:19])([CH3:20])([CH3:21])[c:22]1[cH:23][cH:24][c:25]([S:28](=[O:29])(=[O:30])[Cl:31])[cH:26][cH:27]1.[Cl:1][c:2]1[cH:3][c:4]([C:9]([c:10]2[cH:11][cH:12][n:13][cH:14][cH:15]2)([F:16])[F:17])[c:5]([NH2:8])[cH:6][cH:7]1>>[Cl:1][c:2]1[cH:3][c:4]([C:9]([c:10]2[cH:11][cH:12][n:13][cH:14][cH:15]2)([F:16])[F:17])[c:5]([NH:8][S:28]([c:25]2[cH:24][cH:23][c:22]([C:18]([CH3:19])([CH3:20])[CH3:21])[cH:27][cH:26]2)(=[O:29])=[O:30])[cH:6][cH:7]1. Yields the product CC(C)(C)c1ccc(S(=O)(=O)Nc2ccc(Cl)cc2C(F)(F)c2ccncc2)cc1. The reactants are C(C)(C)(C)OC(=O)N1CCC(CC1)CNC(C=CC1=CC2=CN=C3C=CC=C(S1)N32)=O (N-[1-(tert-butoxycarbonyl)piperidin-4-ylmethyl]-3-(5-thia-1,8b-diazaacenaphthylen-4-yl)acrylamide), Cl (hydrochloric acid). The solvent is C(C)O (ethanol). Run at time 0.5 hour. The product is Cl.Cl.N1CCC(CC1)CNC(C=CC1=CC2=CN=C3C=CC=C(S1)N32)=O (N-(piperidin-4-ylmethyl)-3-(5-thia-1,8b-diazaacenaphthylen-4-yl)acrylamide dihydrochloride). As a reaction SMILES: C(OC([N:8]1[CH2:13][CH2:12][CH:11]([CH2:14][NH:15][C:16](=[O:31])[CH:17]=[CH:18][C:19]2[S:29][C:28]3[N:30]4[C:21](=[CH:22][N:23]=[C:24]4[CH:25]=[CH:26][CH:27]=3)[CH:20]=2)[CH2:10][CH2:9]1)=O)(C)(C)C.[ClH:32]>C(O)C>[ClH:32].[ClH:32].[NH:8]1[CH2:13][CH2:12][CH:11]([CH2:14][NH:15][C:16](=[O:31])[CH:17]=[CH:18][C:19]2[S:29][C:28]3[N:30]4[C:21](=[CH:22][N:23]=[C:24]4[CH:25]=[CH:26][CH:27]=3)[CH:20]=2)[CH2:10][CH2:9]1 |f:3.4.5|. Procedure details: To this crude N-[1-(tert-butoxycarbonyl)piperidin-4-ylmethyl]-3-(5-thia-1,8b-diazaacenaphthylen-4-yl)acrylamide was added 1 ml of concentrated hydrochloric acid and the mixture was stirred at room temperature for 0.5 hour. After addition of ethanol, the mixture was stirred and the resulting precipitate was collected and washed serially with ethanol and diethyl ether to provide the title compound. The reactants are C1(=CC=CC=C1)CCCN1CCC(CC1)CNS(=O)(=O)\C=C\C1=CC2=CN=C3C=CC=C(S1)N32 ((E)-N-[1-(3-phenylpropan-1-yl)piperidin-4-ylmethyl]-2-(5-thia-1,8b-diazaacenaphthylen-4-yl)vinylsulfonamide), Cl (hydrochloric acid). Run in CO (methanol). Reaction conditions: time 10 minute. Yields the product Cl.Cl.C1(=CC=CC=C1)CCCN1CCC(CC1)CNS(=O)(=O)\C=C\C1=CC2=CN=C3C=CC=C(S1)N32 ((E)-N-[1-(3-phenylpropan-1-yl)piperidin-4-ylmethyl]-2-(5-thia-1,8b-diazaacenaphthylen-4-yl)vinylsulfonamide dihydrochloride). Reaction SMILES: [C:1]1([CH2:7][CH2:8][CH2:9][N:10]2[CH2:15][CH2:14][CH:13]([CH2:16][NH:17][S:18](/[CH:21]=[CH:22]/[C:23]3[S:33][C:32]4[N:34]5[C:25](=[CH:26][N:27]=[C:28]5[CH:29]=[CH:30][CH:31]=4)[CH:24]=3)(=[O:20])=[O:19])[CH2:12][CH2:11]2)[CH:6]=[CH:5][CH:4]=[CH:3][CH:2]=1.[ClH:35]>CO>[ClH:35].[ClH:35].[C:1]1([CH2:7][CH2:8][CH2:9][N:10]2[CH2:11][CH2:12][CH:13]([CH2:16][NH:17][S:18](/[CH:21]=[CH:22]/[C:23]3[S:33][C:32]4[N:34]5[C:25](=[CH:26][N:27]=[C:28]5[CH:29]=[CH:30][CH:31]=4)[CH:24]=3)(=[O:20])=[O:19])[CH2:14][CH2:15]2)[CH:2]=[CH:3][CH:4]=[CH:5][CH:6]=1 |f:3.4.5|. Procedure: In 2 ml of methanol was dissolved 0.217 g of (E)-N-[1-(3-phenylpropan-1-yl)piperidin-4-ylmethyl]-2-(5-thia-1,8b-diazaacenaphthylen-4-yl)vinylsulfonamide, followed by addition of a stoichiometric excess of methanolic hydrochloric acid, and the mixture was stirred for 10 minutes. This reaction mixture was concentrated to provide the title compound.